Dataset: the Open Reaction Database (ORD), a public repository of structured organic reaction records. Task: describe an organic reaction: reactants, conditions, products, and yield The reactants are CN1CCN(CC1)C1=CC=C(N)C=C1 (4-(4-methylpiperazin-1-yl)-aniline), C1(=CC=CC2=CC=CC=C12)C1=CC=C(C=2N=CC=NC12)C(=O)O (8-naphthalen-1-yl-quinoxaline-5-carboxylic acid), C1(=CC=CC2=CC=CC=C12)B(O)O (1-naphtylboronic acid). Reaction conditions: time 8 hour. Run in C(Cl)Cl.CO (DCM MeOH). As a reaction SMILES: [CH3:1][N:2]1[CH2:7][CH2:6][N:5]([C:8]2[CH:14]=[CH:13][C:11]([NH2:12])=[CH:10][CH:9]=2)[CH2:4][CH2:3]1.[C:15]1([C:25]2[C:34]3[N:33]=[CH:32][CH:31]=[N:30][C:29]=3[C:28]([C:35](O)=[O:36])=[CH:27][CH:26]=2)[C:24]2[C:19](=[CH:20][CH:21]=[CH:22][CH:23]=2)[CH:18]=[CH:17][CH:16]=1.C1(B(O)O)C2C(=CC=CC=2)C=CC=1>C(Cl)Cl.CO>[CH3:1][N:2]1[CH2:3][CH2:4][N:5]([C:8]2[CH:14]=[CH:13][C:11]([NH:12][C:35]([C:28]3[C:29]4[N:30]=[CH:31][CH:32]=[N:33][C:34]=4[C:25]([C:15]4[C:24]5[C:19](=[CH:20][CH:21]=[CH:22][CH:23]=5)[CH:18]=[CH:17][CH:16]=4)=[CH:26][CH:27]=3)=[O:36])=[CH:10][CH:9]=2)[CH2:6][CH2:7]1 |f:3.4|. Procedure details: The title compound was prepared in analogy to the procedure described in in Step 14.1 but stirring the reaction mixture overnight and using 4-(4-methylpiperazin-1-yl)-aniline (WO2006000420) and 8-naphthalen-1-yl-quinoxaline-5-carboxylic acid. The latter compound was synthesized as described in Steps 1.2-1.7 but using 1-naphtylboronic acid in Step 1.4. Title compound: ESI-MS: 474.0 [M+H]+; tR=4.34 min (System 1); TLC: Rf=0.45 (DCM/MeOH/NH3aq, 94:5:1). The product is CN1CCN(CC1)C1=CC=C(C=C1)NC(=O)C=1C=2N=CC=NC2C(=CC1)C1=CC=CC2=CC=CC=C12 (8-Naphthalen-1-yl-quinoxaline-5-carboxylic acid [4-(4-methyl-piperazin-1-yl)-phenyl]-amide). Starting materials: Brc1cccnc1, O=C([O-])[O-], O=C([O-])O, C1COCCO1, CN1C(=O)NCC1C(=O)NCc1ccc(F)cc1Cl, [Cs+], [Cs+], [Na+], O=C(C=Cc1ccccc1)C=Cc1ccccc1, O=C(C=Cc1ccccc1)C=Cc1ccccc1, O=C(C=Cc1ccccc1)C=Cc1ccccc1, [Pd], [Pd]. The product is CN1C(=O)N(c2cccnc2)CC1C(=O)NCc1ccc(F)cc1Cl. Reaction SMILES: [Br:20][c:21]1[cH:22][n:23][cH:24][cH:25][cH:26]1.[C:27](=[O:28])([O-:29])[O-:30].[C:39](=[O:40])([O-:41])[OH:42].[CH2:33]1[O:34][CH2:35][CH2:36][O:37][CH2:38]1.[Cl:1][c:2]1[c:3]([CH2:9][NH:10][C:11](=[O:12])[CH:13]2[N:14]([CH3:19])[C:15](=[O:18])[NH:16][CH2:17]2)[cH:4][cH:5][c:6]([F:8])[cH:7]1.[Cs+:31].[Cs+:32].[Na+:43].[O:46]=[C:47]([CH:48]=[CH:49][c:50]1[cH:51][cH:52][cH:53][cH:54][cH:55]1)[CH:56]=[CH:57][c:58]1[cH:59][cH:60][cH:61][cH:62][cH:63]1.[O:64]=[C:65]([CH:66]=[CH:67][c:68]1[cH:69][cH:70][cH:71][cH:72][cH:73]1)[CH:74]=[CH:75][c:76]1[cH:77][cH:78][cH:79][cH:80][cH:81]1.[O:82]=[C:83]([CH:84]=[CH:85][c:86]1[cH:87][cH:88][cH:89][cH:90][cH:91]1)[CH:92]=[CH:93][c:94]1[cH:95][cH:96][cH:97][cH:98][cH:99]1.[Pd:44].[Pd:45]>>[Cl:1][c:2]1[c:3]([CH2:9][NH:10][C:11](=[O:12])[CH:13]2[N:14]([CH3:19])[C:15](=[O:18])[N:16]([c:21]3[cH:22][n:23][cH:24][cH:25][cH:26]3)[CH2:17]2)[cH:4][cH:5][c:6]([F:8])[cH:7]1. The reactants are C1(=CC=CC=C1)C1=CC(=CN1)C=O (5-phenyl-1H-pyrrole-3-carbaldehyde), [H-].[Na+] (sodium hydride), S1C(=CC2=C1C=CC=C2)S(=O)(=O)Cl (2-benzothiophenesulfonyl chloride), C1COCCOCCOCCOCCO1 (15-Crown-5). Solvent: O1CCCC1 (tetrahydrofuran), [Cl-].[Na+].O (brine). Reaction conditions: time 30 minute. The product is S1C(=CC2=C1C=CC=C2)S(=O)(=O)N2C=C(C=C2C2=CC=CC=C2)C=O (1-(1-Benzothien-2-ylsulfonyl)-5-phenyl-1H-pyrrole-3-carbaldehyde). Isolated yield 83.9%. RXN SMILES: [C:1]1([C:7]2[NH:11][CH:10]=[C:9]([CH:12]=[O:13])[CH:8]=2)[CH:6]=[CH:5][CH:4]=[CH:3][CH:2]=1.[H-].[Na+].C1OCCOCCOCCOCCOC1.[S:31]1[C:35]2[CH:36]=[CH:37][CH:38]=[CH:39][C:34]=2[CH:33]=[C:32]1[S:40](Cl)(=[O:42])=[O:41]>O1CCCC1.[Cl-].[Na+].O>[S:31]1[C:35]2[CH:36]=[CH:37][CH:38]=[CH:39][C:34]=2[CH:33]=[C:32]1[S:40]([N:11]1[C:7]([C:1]2[CH:6]=[CH:5][CH:4]=[CH:3][CH:2]=2)=[CH:8][C:9]([CH:12]=[O:13])=[CH:10]1)(=[O:42])=[O:41] |f:1.2,6.7.8|. Reported procedure: To a solution (10 mL) of 5-phenyl-1H-pyrrole-3-carbaldehyde (100 mg) in tetrahydrofuran was added sodium hydride (60% in oil, 47 mg) at room temperature and the mixture was stirred for 30 min. 15-Crown-5 (257 mg) was added dropwise and the mixture was stirred for 30 min, 2-benzothiophenesulfonyl chloride (204 mg) was added, and the mixture was further stirred for 1 hr. Saturated brine was added to the reaction mixture, and the mixture was extracted with ethyl acetate. The extract was washed with...